Dataset: the Open Reaction Database (ORD), a public repository of structured organic reaction records. Task: describe an organic reaction: reactants, conditions, products, and yield The reactants are FC1=CC(=C(CNC(OC(C)(C)C)=O)C=C1)O (Tert-butyl 4-fluoro-2-hydroxybenzylcarbamate), ICCCCS(=O)(=O)NC (4-iodo-N-methylbutane-1-sulfonamide), C([O-])([O-])=O.[K+].[K+] (potassium carbonate). Solvent: CN(C)C=O (DMF). Run at temperature 80 celsius, time 10 hour. Yields the product FC1=CC(=C(CNC(OC(C)(C)C)=O)C=C1)OCCCCS(NC)(=O)=O (Tert-butyl 4-fluoro-2-(4-(N-methylsulfamoyl)butoxy)benzylcarbamate). Reaction SMILES: [F:1][C:2]1[CH:16]=[CH:15][C:5]([CH2:6][NH:7][C:8](=[O:14])[O:9][C:10]([CH3:13])([CH3:12])[CH3:11])=[C:4]([OH:17])[CH:3]=1.I[CH2:19][CH2:20][CH2:21][CH2:22][S:23]([NH:26][CH3:27])(=[O:25])=[O:24].C(=O)([O-])[O-].[K+].[K+]>CN(C=O)C>[F:1][C:2]1[CH:16]=[CH:15][C:5]([CH2:6][NH:7][C:8](=[O:14])[O:9][C:10]([CH3:13])([CH3:12])[CH3:11])=[C:4]([O:17][CH2:19][CH2:20][CH2:21][CH2:22][S:23](=[O:25])(=[O:24])[NH:26][CH3:27])[CH:3]=1 |f:2.3.4|. Reported procedure: A mixture of tert-butyl 4-fluoro-2-hydroxybenzylcarbamate (Example 15; 12.2 mmol), 4-iodo-N-methylbutane-1-sulfonamide (Example 18; 18.3 mmol) and potassium carbonate (61 mmol) in DMF (60 ml) was stirred at 80° C. for 10 hours. Product: O=C(c1ccccc1)N1C(=O)N(CCCCBr)C2CCCCC21. As a reaction SMILES: [Br:21][CH2:22][CH2:23][CH2:24][CH2:25][Br:26].[C:1]([c:2]1[cH:3][cH:4][cH:5][cH:6][cH:7]1)(=[O:8])[N:9]1[C:10](=[O:18])[NH:11][CH:12]2[CH:13]1[CH2:14][CH2:15][CH2:16][CH2:17]2.[CH3:31][N:32]([CH3:33])[CH:34]=[O:35].[CH:27]([Cl:28])([Cl:29])[Cl:30].[H-:19].[Na+:20]>>[C:1]([c:2]1[cH:3][cH:4][cH:5][cH:6][cH:7]1)(=[O:8])[N:9]1[C:10](=[O:18])[N:11]([CH2:25][CH2:24][CH2:23][CH2:22][Br:21])[CH:12]2[CH:13]1[CH2:14][CH2:15][CH2:16][CH2:17]2. Reactants: BrCCCCBr, O=C1NC2CCCCC2N1C(=O)c1ccccc1, CN(C)C=O, ClC(Cl)Cl, [H-], [Na+]. Reactants: C([O-])([O-])=O.[Na+].[Na+] (sodium carbonate), COC(C1=CC(=CC=C1)C1S(N=C(OC1(C)C)N[C@@H](C)C1=C(C=CC=C1)F)(=O)=O)=O (3-{2-[(S)-1-(2-fluorophenyl)ethylamino]-6,6-dimethyl-4,4-dioxo-5,6-dihydro-4H-4lambda*6*-[1,4,3]oxathiazin-5-yl}benzoic acid methyl ester), S(O)(O)(=O)=O (sulfuric acid). Run in O (water), O1CCOCC1 (dioxane), O (water). Run at temperature 100 celsius, time 16 hour. The product is FC1=C(C=CC=C1)[C@H](C)NC=1OC(C(S(N1)(=O)=O)C=1C=C(C(=O)O)C=CC1)(C)C (3-{2-[(S)-1-(2-Fluorophenyl)ethylamino]-6,6-dimethyl-4,4-dioxo-5,6-dihydro-4H-4lambda*6*-[1,4,3]oxathiazin-5-yl}benzoic acid). The yield is 33493.0%. RXN SMILES: C[O:2][C:3](=[O:30])[C:4]1[CH:9]=[CH:8][CH:7]=[C:6]([CH:10]2[C:15]([CH3:17])([CH3:16])[O:14][C:13]([NH:18][C@H:19]([C:21]3[CH:26]=[CH:25][CH:24]=[CH:23][C:22]=3[F:27])[CH3:20])=[N:12][S:11]2(=[O:29])=[O:28])[CH:5]=1.S(=O)(=O)(O)O.C(=O)([O-])[O-].[Na+].[Na+]>O1CCOCC1.O>[F:27][C:22]1[CH:23]=[CH:24][CH:25]=[CH:26][C:21]=1[C@@H:19]([NH:18][C:13]1[O:14][C:15]([CH3:16])([CH3:17])[CH:10]([C:6]2[CH:5]=[C:4]([CH:9]=[CH:8][CH:7]=2)[C:3]([OH:30])=[O:2])[S:11](=[O:28])(=[O:29])[N:12]=1)[CH3:20] |f:2.3.4|. Procedure: To a solution of 3-{2-[(S)-1-(2-fluorophenyl)ethylamino]-6,6-dimethyl-4,4-dioxo-5,6-dihydro-4H-4lambda*6*-[1,4,3]oxathiazin-5-yl}benzoic acid methyl ester (1.7 mg) in dioxane (15 ml) were added water (5 ml) and sulfuric acid (0.3 ml), and the mixture was stirred at 100° C. for 16 h. The mixture was alkalized with sodium carbonate solution, diluted with water and washed with ethyl acetate. The aqueous phase was acidified, extracted with ethyl acetate, dried over magnesium sulfate and concentrated...